Task: describe an organic reaction: reactants, conditions, products, and yield. Dataset: the Open Reaction Database (ORD), a public repository of structured organic reaction records Reactants: COC[C@@]1(CCN(C(O1)=O)[C@@H](C)C1=CC=C(C=C1)B1OC(C(O1)(C)C)(C)C)C1=CC=CC=C1 ((R)-6-(methoxymethyl)-6-phenyl-3-((S)-1-(4-(4,4,5,5-tetramethyl-1,3,2-dioxaborolan-2-yl)phenyl)ethyl)-1,3-oxazinan-2-one), CN1C(C=C(C=C1)OS(=O)(=O)C(F)(F)F)=O (trifluoro-methanesulfonic acid 1-methyl-2-oxo-1,2-dihydro-pyridin-4-yl ester). The product is COC[C@@]1(CCN(C(O1)=O)[C@@H](C)C1=CC=C(C=C1)C1=CC(N(C=C1)C)=O)C1=CC=CC=C1 ((R)-6-Methoxymethyl-3-{(S)-1-[4-(1-methyl-2-oxo-1,2-dihydro-pyridin-4-yl)-phenyl]-ethyl}-6-phenyl-[1,3]oxazinan-2-one). RXN SMILES: [CH3:1][O:2][CH2:3][C@@:4]1([C:28]2[CH:33]=[CH:32][CH:31]=[CH:30][CH:29]=2)[O:9][C:8](=[O:10])[N:7]([C@H:11]([C:13]2[CH:18]=[CH:17][C:16](B3OC(C)(C)C(C)(C)O3)=[CH:15][CH:14]=2)[CH3:12])[CH2:6][CH2:5]1.[CH3:34][N:35]1[CH:40]=[CH:39][C:38](OS(C(F)(F)F)(=O)=O)=[CH:37][C:36]1=[O:49]>>[CH3:1][O:2][CH2:3][C@@:4]1([C:28]2[CH:33]=[CH:32][CH:31]=[CH:30][CH:29]=2)[O:9][C:8](=[O:10])[N:7]([C@H:11]([C:13]2[CH:14]=[CH:15][C:16]([C:38]3[CH:39]=[CH:40][N:35]([CH3:34])[C:36](=[O:49])[CH:37]=3)=[CH:17][CH:18]=2)[CH3:12])[CH2:6][CH2:5]1. Procedure: The title compound was prepared from (R)-6-(methoxymethyl)-6-phenyl-3-((S)-1-(4-(4,4,5,5-tetramethyl-1,3,2-dioxaborolan-2-yl)phenyl)ethyl)-1,3-oxazinan-2-one and trifluoro-methanesulfonic acid 1-methyl-2-oxo-1,2-dihydro-pyridin-4-yl ester following a procedure analogous to that described in Example 76. Mass spectrum (ESI+): m/z=433 [M+H]+.